This data is from the Open Reaction Database (ORD), a public repository of structured organic reaction records. The task is: describe an organic reaction: reactants, conditions, products, and yield The reactants are C(C)(C)(C)OC(=O)N[C@H]1CNCC1 ((R)-(+)-3-(t-butoxycarbonylamino)pyrrolidine), CS(=O)(=O)Cl (methanesulfonyl chloride), NC[C@H]1N(CCC1)CC ((S)-(−)-2-aminomethyl-1-ethylpyrrolidine), C(C)=O (acetaldehyde). The product is CS(=O)(=O)N1C[C@@H](CC1)N ((3R)-1-(methylsulfonyl)pyrrolidin-3-amine). RXN SMILES: C(OC([NH:8][C@@H:9]1[CH2:13][CH2:12][NH:11][CH2:10]1)=O)(C)(C)C.[CH3:14][S:15](Cl)(=[O:17])=[O:16].NC[C@@H]1CCCN1CC.C(=O)C>>[CH3:14][S:15]([N:11]1[CH2:12][CH2:13][C@@H:9]([NH2:8])[CH2:10]1)(=[O:17])=[O:16]. Reported procedure: By using (R)-(+)-3-(t-butoxycarbonylamino)pyrrolidine (2.0 g) and methanesulfonyl chloride (1 ml) as starting materials, the title compound (0.98 g) was obtained in the same manners as those of Reference Example 58, (1) and Reference Example 39, (2).